Dataset: the Open Reaction Database (ORD), a public repository of structured organic reaction records. Task: describe an organic reaction: reactants, conditions, products, and yield Reactants: CC(=O)O, CCOCc1cc([N+](=O)[O-])c(F)cc1Cl, [H][H], [Pt]. Yields the product CCOCc1cc(N)c(F)cc1Cl. Reaction SMILES: [CH3:18][C:19](=[O:20])[OH:21].[Cl:1][c:2]1[cH:3][c:4]([F:15])[c:5]([N+:12]([O-:13])=[O:14])[cH:6][c:7]1[CH2:8][O:9][CH2:10][CH3:11].[H:16][H:17].[Pt:22]>>[Cl:1][c:2]1[cH:3][c:4]([F:15])[c:5]([NH2:12])[cH:6][c:7]1[CH2:8][O:9][CH2:10][CH3:11]. Reactants: C(C)(=O)OCCOC1=NN(C(=C1C1=CC=C(C=C1)C)N)C (2-{[5-amino-1-methyl-4-(4-methylphenyl)-1H-pyrazol-3-yl]oxy}ethyl acetate), C(C)(C)C=1C=CC(=NC1)S(=O)(=O)Cl (5-isopropyl-2-pyridinesulfonyl chloride), C(CC(O)(C(=O)O)CC(=O)O)(=O)O (citric acid). The reagents and catalysts are CN(C1=CC=NC=C1)C (4-dimethylaminopyridine). Run in N1=CC=CC=C1 (pyridine). Conditions: time 8 hour. Product: OCCOC1=NN(C(=C1C1=CC=C(C=C1)C)NS(=O)(=O)C1=NC=C(C=C1)C(C)C)C (N-[3-(2-hydroxyethoxy)-1-methyl-4-(4-methylphenyl)-1H-pyrazol-5-yl]-5-isopropyl-2-pyridinesulfonamide). Yield: 47.2%. Reaction SMILES: C([O:4][CH2:5][CH2:6][O:7][C:8]1[C:12]([C:13]2[CH:18]=[CH:17][C:16]([CH3:19])=[CH:15][CH:14]=2)=[C:11]([NH2:20])[N:10]([CH3:21])[N:9]=1)(=O)C.[CH:22]([C:25]1[CH:26]=[CH:27][C:28]([S:31](Cl)(=[O:33])=[O:32])=[N:29][CH:30]=1)([CH3:24])[CH3:23].C(O)(=O)CC(CC(O)=O)(C(O)=O)O>N1C=CC=CC=1.CN(C)C1C=CN=CC=1>[OH:4][CH2:5][CH2:6][O:7][C:8]1[C:12]([C:13]2[CH:14]=[CH:15][C:16]([CH3:19])=[CH:17][CH:18]=2)=[C:11]([NH:20][S:31]([C:28]2[CH:27]=[CH:26][C:25]([CH:22]([CH3:24])[CH3:23])=[CH:30][N:29]=2)(=[O:32])=[O:33])[N:10]([CH3:21])[N:9]=1. Reported procedure: To a solution of 2-{[5-amino-1-methyl-4-(4-methylphenyl)-1H-pyrazol-3-yl]oxy}ethyl acetate (Preparation 5) (3.80 g) in anhydrous pyridine (25 ml) at room temperature and under an atmosphere of nitrogen was added 4-dimethylaminopyridine (0.85 g) and 5-isopropyl-2-pyridinesulfonyl chloride (2.00 g). After being left to stir overnight, the reaction mixture was poured onto saturated citric acid solution (300 ml) and extracted with ethyl acetate (2×200 ml). The organic fractions were washed with brin...